Dataset: the Open Reaction Database (ORD), a public repository of structured organic reaction records. Task: describe an organic reaction: reactants, conditions, products, and yield Reactants: ClC1=CC=CC=2N1N=C(C2C(C#CC2=CC=CC=C2)=O)C2=CC=C(C=C2)F (1-[7-chloro-2-(4-fluorophenyl)pyrazolo[1,5-α]pyridin-3-yl]-3-phenyl-2-propyn-1-one), Cl.C1(CCCC1)NC(=N)N (N-cyclopentylguanidine hydrochloride), resultant mixture, C([O-])([O-])=O.[K+].[K+] (potassium carbonate). Solvent: CN(C=O)C (N,N-dimethylformamide), O (water), CCOCC (ether). The product is ClC1=CC=CC=2N1N=C(C2C2=NC(=NC(=C2)C2=CC=CC=C2)NC2CCCC2)C2=CC=C(C=C2)F (4-[7-chloro-2-(4-fluorophenyl)pyrazolo[1,5-α]pyridin-3-yl]-N-cyclopentyl-6-phenyl-2-pyrimidinamine). Isolated yield 83.0%. RXN SMILES: [Cl:1][C:2]1[N:7]2[N:8]=[C:9]([C:21]3[CH:26]=[CH:25][C:24]([F:27])=[CH:23][CH:22]=3)[C:10]([C:11](=O)[C:12]#[C:13][C:14]3[CH:19]=[CH:18][CH:17]=[CH:16][CH:15]=3)=[C:6]2[CH:5]=[CH:4][CH:3]=1.Cl.[CH:29]1([NH:34][C:35]([NH2:37])=[NH:36])[CH2:33][CH2:32][CH2:31][CH2:30]1.C(=O)([O-])[O-].[K+].[K+]>CN(C)C=O.O.CCOCC>[Cl:1][C:2]1[N:7]2[N:8]=[C:9]([C:21]3[CH:26]=[CH:25][C:24]([F:27])=[CH:23][CH:22]=3)[C:10]([C:11]3[CH:12]=[C:13]([C:14]4[CH:19]=[CH:18][CH:17]=[CH:16][CH:15]=4)[N:37]=[C:35]([NH:34][CH:29]4[CH2:33][CH2:32][CH2:31][CH2:30]4)[N:36]=3)=[C:6]2[CH:5]=[CH:4][CH:3]=1 |f:1.2,3.4.5|. Procedure details: To a solution of 1-[7-chloro-2-(4-fluorophenyl)pyrazolo[1,5-α]pyridin-3-yl]-3-phenyl-2-propyn-1-one (246 mg, 0.66 mmol) in N,N-dimethylformamide (10 mL) was added N-cyclopentylguanidine hydrochloride (320 mg, 1.97 mmol) followed by solid potassium carbonate (274 mg, 1.97 mmol). The resultant mixture was heated to 75° C. for 4 hours The reaction mixture was cooled to room temperature, diluted with water and ether was added. The organic layer was washed with brine. The aqueous layer was extracted ... The reactants are BrC(Br)(Br)Br, OCCc1ccc(Br)cc1, C1CCOC1, c1ccc(P(c2ccccc2)c2ccccc2)cc1. The product is BrCCc1ccc(Br)cc1. As a reaction SMILES: [Br:11][C:12]([Br:13])([Br:14])[Br:15].[Br:1][c:2]1[cH:3][cH:4][c:5]([CH2:8][CH2:9][OH:10])[cH:6][cH:7]1.[O:35]1[CH2:36][CH2:37][CH2:38][CH2:39]1.[c:16]1([P:17]([c:18]2[cH:19][cH:20][cH:21][cH:22][cH:23]2)[c:24]2[cH:25][cH:26][cH:27][cH:28][cH:29]2)[cH:30][cH:31][cH:32][cH:33][cH:34]1>>[Br:1][c:2]1[cH:3][cH:4][c:5]([CH2:8][CH2:9][Br:11])[cH:6][cH:7]1.